The task is: describe an organic reaction: reactants, conditions, products, and yield. This data is from the Open Reaction Database (ORD), a public repository of structured organic reaction records. The reactants are O[C@H](C)[C@@H]1[C@@H]2N(C(=C([C@@H]2C)S\C=C/C2=C(N=CS2)CO)C(=O)[O-])C1=O.[Na+] (sodium (1R,5S,6S)-6-((1R)-1-hydroxyethyl)-2-[[(Z)-2-(4-hydroxymethylthiazol-5-yl)ethen-1-yl]thio]-1-methyl-1-carbapen-2-em-3-carboxylate), O1CCC(CC1)OC(=O)OCI ((tetrahydropyran-4-yl)oxycarbonyloxymethyl iodide). Yields the product O[C@H](C)[C@@H]1[C@@H]2N(C(=C([C@@H]2C)S\C=C/C2=C(N=CS2)CO)C(=O)OCOC(=O)OC2CCOCC2)C1=O ((Tetrahydropyran-4-yl)oxycarbonyloxymethyl (1R,5S,6S)-6-((1R)-1-hydroxyethyl)-2-[[(Z)-2-(4-hydroxymethyl-thiazol-5-yl)ethen-1-yl]thio]-1-methyl-1-carbapen-2-em-3-carboxylate). The yield is 90.7%. As a reaction SMILES: [OH:1][C@@H:2]([C@H:4]1[C:24](=[O:25])[N:6]2[C:7]([C:21]([O-:23])=[O:22])=[C:8]([S:11]/[CH:12]=[CH:13]\[C:14]3[S:18][CH:17]=[N:16][C:15]=3[CH2:19][OH:20])[C@H:9]([CH3:10])[C@H:5]12)[CH3:3].[Na+].[O:27]1[CH2:32][CH2:31][CH:30]([O:33][C:34]([O:36][CH2:37]I)=[O:35])[CH2:29][CH2:28]1>>[OH:1][C@@H:2]([C@H:4]1[C:24](=[O:25])[N:6]2[C:7]([C:21]([O:23][CH2:37][O:36][C:34]([O:33][CH:30]3[CH2:29][CH2:28][O:27][CH2:32][CH2:31]3)=[O:35])=[O:22])=[C:8]([S:11]/[CH:12]=[CH:13]\[C:14]3[S:18][CH:17]=[N:16][C:15]=3[CH2:19][OH:20])[C@H:9]([CH3:10])[C@H:5]12)[CH3:3] |f:0.1|. Reported procedure: In the same manner as in Example 81, 194 mg of the title compound was prepared from 160 mg of sodium (1R,5S,6S)-6-((1R)-1-hydroxyethyl)-2-[[(Z)-2-(4-hydroxymethylthiazol-5-yl)ethen-1-yl]thio]-1-methyl-1-carbapen-2-em-3-carboxylate and 136 mg of (tetrahydropyran-4-yl)oxycarbonyloxymethyl iodide. The reactants are [BH4-], CCOC(C)=O, CCO, COC(=O)c1ccc2c(c1)nc(N)c1ncccc12, [Na+], [Na+], O=C([O-])O. Product: Nc1nc2cc(CO)ccc2c2cccnc12. As a reaction SMILES: [BH4-:20].[CH3:27][CH2:28][O:29][C:30]([CH3:31])=[O:32].[CH3:33][CH2:34][OH:35].[NH2:1][c:2]1[n:3][c:4]2[c:5]([c:6]3[cH:7][cH:8][cH:9][n:10][c:11]13)[cH:12][cH:13][c:14]([C:16](=[O:17])[O:18][CH3:19])[cH:15]2.[Na+:21].[Na+:26].[O-:22][C:23]([OH:24])=[O:25]>>[NH2:1][c:2]1[n:3][c:4]2[c:5]([c:6]3[cH:7][cH:8][cH:9][n:10][c:11]13)[cH:12][cH:13][c:14]([CH2:16][OH:17])[cH:15]2. The reactants are N#Cc1ccc(-c2ccccc2)cc1, N#Cc1ccc(-c2ccc([N+](=O)[O-])cc2)cc1, CCN(C(C)C)C(C)C, ClCCl, COC(=O)CCCC(=O)O, CCOC(C)=O, [Cl-], [H][H], O=[N+]([O-])O. Yields the product COC(=O)CCCC(=O)Nc1ccc(-c2ccc(C#N)cc2)cc1. Reaction SMILES: [C:3](#[N:4])[c:5]1[cH:6][cH:7][c:8](-[c:11]2[cH:12][cH:13][cH:14][cH:15][cH:16]2)[cH:9][cH:10]1.[C:47]([c:48]1[cH:49][cH:50][c:51](-[c:52]2[cH:53][cH:54][c:55]([N+:56]([O-:57])=[O:58])[cH:59][cH:60]2)[cH:61][cH:62]1)#[N:63].[CH2:21]([N:23]([CH:22]([CH3:24])[CH3:25])[CH:26]([CH3:27])[CH3:28])[CH3:29].[CH2:64]([Cl:65])[Cl:66].[CH3:31][O:32][C:33]([CH2:34][CH2:35][CH2:36][C:37](=[O:38])[OH:39])=[O:40].[CH3:41][CH2:42][O:43][C:44](=[O:45])[CH3:46].[Cl-:30].[H:1][H:2].[OH:17][N+:18](=[O:19])[O-:20]>>[C:3](#[N:4])[c:5]1[cH:6][cH:7][c:8](-[c:11]2[cH:12][cH:13][c:14]([NH:23][C:37]([CH2:36][CH2:35][CH2:34][C:33]([O:32][CH3:31])=[O:40])=[O:38])[cH:15][cH:16]2)[cH:9][cH:10]1. Starting materials: [OH-].[Na+] (NaOH), COC(=O)C1=CC=CC=2N=CSC21 (benzothiazole-7-carboxylic acid methyl ester), C1CCOC1 (THF), O (water). Solvent: CO (MeOH). Reaction conditions: time 4 hour. The product is S1C=NC2=C1C(=CC=C2)C(=O)O (benzothiazole-7-carboxylic Acid). As a reaction SMILES: [OH-].[Na+].C[O:4][C:5]([C:7]1[C:15]2[S:14][CH:13]=[N:12][C:11]=2[CH:10]=[CH:9][CH:8]=1)=[O:6].C1COCC1.O>CO>[S:14]1[C:15]2[C:7]([C:5]([OH:6])=[O:4])=[CH:8][CH:9]=[CH:10][C:11]=2[N:12]=[CH:13]1 |f:0.1|. Procedure details: At 0° C. an aq. NaOH solution (50%, 6.0 mL) is added to a solution of benzothiazole-7-carboxylic acid methyl ester in a mixture of MeOH (39 mL), THF (11.7 mL) and water (3.0 mL). The mixture is stirred for 4 h and concentrated in vacuo. At 0° C. water (60 mL) is added and the mixture is made acidic (pH 5) by addition of conc. HCl. After 30 min the precipitate is filtered off, washed with water and dried in vacuo to give the desired product. The reactants are O (water), BrC=1C=CC(=C(C=O)C1)I (5-bromo-2-iodobenzaldehyde), C1(=C(C=CC=C1)B(O)O)C (o-tolylboronic acid), [F-].[Cs+] (cesium fluoride). Reagents/catalysts: Cl[Pd]([P](C1=CC=CC=C1)(C2=CC=CC=C2)C3=CC=CC=C3)([P](C4=CC=CC=C4)(C5=CC=CC=C5)C6=CC=CC=C6)Cl (bis(triphenylphosphine)palladium(II) chloride). Run in CC(C)(C)OC (MTBE), O1CCOCC1 (dioxane). Yields the product BrC=1C=C(C(=CC1)C1=C(C=CC=C1)C)C=O (4-bromo-2′-methylbiphenyl-2-carbaldehyde), solid. Isolated yield 90.0%. As a reaction SMILES: [Br:1][C:2]1[CH:3]=[CH:4][C:5](I)=[C:6]([CH:9]=1)[CH:7]=[O:8].[C:11]1([CH3:20])[CH:16]=[CH:15][CH:14]=[CH:13][C:12]=1B(O)O.[F-].[Cs+].O>O1CCOCC1.CC(OC)(C)C.Cl[Pd](Cl)([P](C1C=CC=CC=1)(C1C=CC=CC=1)C1C=CC=CC=1)[P](C1C=CC=CC=1)(C1C=CC=CC=1)C1C=CC=CC=1>[Br:1][C:2]1[CH:9]=[C:6]([CH:7]=[O:8])[C:5]([C:12]2[CH:13]=[CH:14][CH:15]=[CH:16][C:11]=2[CH3:20])=[CH:4][CH:3]=1 |f:2.3,^1:38,57|. Procedure: A mixture of 5-bromo-2-iodobenzaldehyde (3B Scientific Corp., 5.83 g, 18.8 mmol), o-tolylboronic acid (2.55 g, 18.8 mmol), cesium fluoride (8.55 g, 56.4 mmol) and bis(triphenylphosphine)palladium(II) chloride (263 mg, 0.38 mmol) was prepared in dioxane (60 mL) and water (25 mL) under nitrogen atmosphere and was heated at 50° C. for 16 hours. The reaction mixture was cooled at RT, diluted with MTBE (250 mL) and the layers were separated. The organic layer was washed with water (100 mL) and brine ... Reactants: ClC=1N=C(C(=NC1)C)C (5-chloro-2,3-dimethylpyrazine), ligand 1, CN(C(=O)N1CCC2(C3=CC=CC=C13)CCN(CC2)C2CCNCC2)C (N,N-dimethyl-1-(piperidin-4-yl)-2′H-spiro[piperidine-4,4′-quinoline]-1′(3′H)-carboxamide), CC(C)([O-])C.[Na+] (sodium tert-butoxide), O1CCOCC1 (dioxane). The reagents and catalysts are C=1C=CC(=CC1)/C=C/C(=O)/C=C/C2=CC=CC=C2.C=1C=CC(=CC1)/C=C/C(=O)/C=C/C2=CC=CC=C2.C=1C=CC(=CC1)/C=C/C(=O)/C=C/C2=CC=CC=C2.[Pd].[Pd].C(Cl)(Cl)Cl (Pd2(dba)3 CHCl3). The solvent is CC#N (CH3CN). Run at temperature 80 celsius, time 3 hour. Yields the product CC=1N=CC(=NC1C)N1CCC(CC1)N1CCC2(CCN(C3=CC=CC=C23)C(=O)N(C)C)CC1 (1-(1-(5,6-dimethylpyrazin-2-yl)piperidin-4-yl)-N,N-dimethyl-2′,3′-dihydrospiro[piperidine-4,4′-quinoline]-1′-carboxamide). Reaction SMILES: CC(C)([O-])C.[Na+].O1CCOCC1.[CH3:13][N:14]([CH3:38])[C:15]([N:17]1[C:26]2[C:21](=[CH:22][CH:23]=[CH:24][CH:25]=2)[C:20]2([CH2:31][CH2:30][N:29]([CH:32]3[CH2:37][CH2:36][NH:35][CH2:34][CH2:33]3)[CH2:28][CH2:27]2)[CH2:19][CH2:18]1)=[O:16].Cl[C:40]1[N:41]=[C:42]([CH3:47])[C:43]([CH3:46])=[N:44][CH:45]=1>C1C=CC(/C=C/C(/C=C/C2C=CC=CC=2)=O)=CC=1.C1C=CC(/C=C/C(/C=C/C2C=CC=CC=2)=O)=CC=1.C1C=CC(/C=C/C(/C=C/C2C=CC=CC=2)=O)=CC=1.[Pd].[Pd].C(Cl)(Cl)Cl.CC#N>[CH3:47][C:42]1[N:41]=[CH:40][C:45]([N:35]2[CH2:36][CH2:37][CH:32]([N:29]3[CH2:28][CH2:27][C:20]4([C:21]5[C:26](=[CH:25][CH:24]=[CH:23][CH:22]=5)[N:17]([C:15]([N:14]([CH3:38])[CH3:13])=[O:16])[CH2:18][CH2:19]4)[CH2:31][CH2:30]3)[CH2:33][CH2:34]2)=[N:44][C:43]=1[CH3:46] |f:0.1,5.6.7.8.9.10|. Reported procedure: Pd2(dba)3-CHCl3 (5 mg, 0.5 mol %), ligand 1 (8 mg, 2 mol %) and 1.4 eq sodium tert-butoxide (13 mg, 0.14 mmol) were weighed in air and transferred into a microwave tube, followed by dioxane (750 μL), 1.0 eq N,N-dimethyl-1-(piperidin-4-yl)-2′H-spiro[piperidine-4,4′-quinoline]-1′(3′H)-carboxamide (36 mg, 0.10 mmol) and 1.0 eq 5-chloro-2,3-dimethylpyrazine (14 mg). The tube was flushed with nitrogen, capped and stirred at 80° C. for 3 hours. The reaction was cooled to room temperature, diluted with... Reactants: [OH-].[Na+] (Sodium hydroxide), C1(=CC=CC=C1)S(=O)(=O)CCCC1=CC(=NN1CCCC)C(=O)OCC (ethyl 5-(3-benzenesulfonylpropyl)-1-butyl-1H-pyrazole-3-carboxylate). Procedure: Sodium hydroxide (12 mL, 6M) was added to a solution of ethyl 5-(3-benzenesulfonylpropyl)-1-butyl-1H-pyrazole-3-carboxylate (13.3 g, 35.1 mmol) in 100 mL of ethanol and heated to reflux overnight. The reaction mixture was concentrated under reduced pressure and the residue was diluted with 100 mL of water. The aqueous layer was extracted with several portions of ethyl acetate. The pH of the aqueous layer was adjusted to approximately 2-3 with aqueous hydrochloric acid and was then extracted with... As a reaction SMILES: [OH-].[Na+].[C:3]1([S:9]([CH2:12][CH2:13][CH2:14][C:15]2[N:19]([CH2:20][CH2:21][CH2:22][CH3:23])[N:18]=[C:17]([C:24]([O:26]CC)=[O:25])[CH:16]=2)(=[O:11])=[O:10])[CH:8]=[CH:7][CH:6]=[CH:5][CH:4]=1>C(O)C>[C:3]1([S:9]([CH2:12][CH2:13][CH2:14][C:15]2[N:19]([CH2:20][CH2:21][CH2:22][CH3:23])[N:18]=[C:17]([C:24]([OH:26])=[O:25])[CH:16]=2)(=[O:11])=[O:10])[CH:4]=[CH:5][CH:6]=[CH:7][CH:8]=1 |f:0.1|. Isolated yield 85.4%. Run in C(C)O (ethanol). Product: C1(=CC=CC=C1)S(=O)(=O)CCCC1=CC(=NN1CCCC)C(=O)O (5-(3-benzenesulfonylpropyl)-1-butyl-1H-pyrazole-3-carboxylic acid). The reactants are C(NC1=CC=CC=C1)(OCC1(C2=CC(=CC=C2C=2C=CC(=CC12)C(C)(C)C)C(C)(C)C)[Si](C)(C)C)=O (2,7-Di-tert-butyl-9-trimethylsilyl-9-fluorenylmethyl Carbanilate), N1CCCCC1 (piperidine), N1CCCCC1 (Piperidine), O (water). Reaction conditions: time 10 minute. The product is C(C)(C)(C)C1=CC=2C(C3=CC(=CC=C3C2C=C1)C(C)(C)C)CN1CCCCC1 (N-(2,7-di-tert-butyl-9-fluorenylmethyl)piperidine). Yield: 100.0%. As a reaction SMILES: C(=O)(O[CH2:10][C:11]1([Si](C)(C)C)[C:23]2[CH:22]=[C:21]([C:24]([CH3:27])([CH3:26])[CH3:25])[CH:20]=[CH:19][C:18]=2[C:17]2[C:12]1=[CH:13][C:14]([C:28]([CH3:31])([CH3:30])[CH3:29])=[CH:15][CH:16]=2)NC1C=CC=CC=1.O.[NH:38]1[CH2:43][CH2:42][CH2:41][CH2:40][CH2:39]1>>[C:24]([C:21]1[CH:20]=[CH:19][C:18]2[C:17]3[C:12](=[CH:13][C:14]([C:28]([CH3:31])([CH3:30])[CH3:29])=[CH:15][CH:16]=3)[CH:11]([CH2:10][N:38]3[CH2:43][CH2:42][CH2:41][CH2:40][CH2:39]3)[C:23]=2[CH:22]=1)([CH3:27])([CH3:26])[CH3:25]. Procedure: Piperidine Cleavage of 2,7-Di-tert-butyl-9-trimethylsilyl-9-fluorenylmethyl Carbanilate: A solution of 0.4 g of DT-Fmoc-analine in 8.0 mL of piperidine was stirred at room temperature for 22 hours. The mixture was poured into 50 mL of cold water and stirred for 10 minutes. The precipitate was removed by filtration, rinsed with water (2×5 mL), and dried in air to afford 0.30 g (100%) of crude N-(2,7-di-tert-butyl-9-fluorenylmethyl)piperidine as an off-white solid. Recrystallization from CH3OH--CH...